describe an organic reaction: reactants, conditions, products, and yield From a dataset of the Open Reaction Database (ORD), a public repository of structured organic reaction records. The reactants are C(C)(=O)OCC (ethyl acetate), C(C)(C)(C)OC(NC=1SC(=CC1S(N(C)CC(O)C1=CC=C(C=C1)F)(=O)=O)Br)=O ((5-Bromo-3-{[2-(4-fluorophenyl)-2-hydroxy-ethyl]-methyl-sulfamoyl}-thiophene-2-yl)carbamic acid tert-butyl ester), C(CCC)[Sn](C(=C)OCC)(CCCC)CCCC (tributyl(1-ethoxyvinyl)tin), [F-].[Cs+] (cesium fluoride). The reagents and catalysts are C=1C=CC(=CC1)[P](C=2C=CC=CC2)(C=3C=CC=CC3)[Pd]([P](C=4C=CC=CC4)(C=5C=CC=CC5)C=6C=CC=CC6)([P](C=7C=CC=CC7)(C=8C=CC=CC8)C=9C=CC=CC9)[P](C=1C=CC=CC1)(C=1C=CC=CC1)C=1C=CC=CC1 (tetrakis(triphenylphosphine)palladium). Run in O1CCOCC1 (1,4-dioxane). Reaction conditions: time 10 minute. The product is C(C)(C)(C)OC(NC=1SC(=CC1S(N(C)CC(O)C1=CC=C(C=C1)F)(=O)=O)C(C)=O)=O ((5-Acetyl-3-{[2-(4-fluorophenyl)-2-hydroxy-ethyl]-methyl-sulfamoyl}-thiophene-2-yl)-carbamic acid t-butyl ester). RXN SMILES: [C:1]([O:5][C:6](=[O:29])[NH:7][C:8]1[S:9][C:10](Br)=[CH:11][C:12]=1[S:13](=[O:27])(=[O:26])[N:14]([CH2:16][CH:17]([C:19]1[CH:24]=[CH:23][C:22]([F:25])=[CH:21][CH:20]=1)[OH:18])[CH3:15])([CH3:4])([CH3:3])[CH3:2].C([Sn](CCCC)(CCCC)[C:35]([O:37]CC)=[CH2:36])CCC.[F-].[Cs+].C(OCC)(=O)C>O1CCOCC1.C1C=CC([P]([Pd]([P](C2C=CC=CC=2)(C2C=CC=CC=2)C2C=CC=CC=2)([P](C2C=CC=CC=2)(C2C=CC=CC=2)C2C=CC=CC=2)[P](C2C=CC=CC=2)(C2C=CC=CC=2)C2C=CC=CC=2)(C2C=CC=CC=2)C2C=CC=CC=2)=CC=1>[C:1]([O:5][C:6](=[O:29])[NH:7][C:8]1[S:9][C:10]([C:35](=[O:37])[CH3:36])=[CH:11][C:12]=1[S:13](=[O:27])(=[O:26])[N:14]([CH2:16][CH:17]([C:19]1[CH:24]=[CH:23][C:22]([F:25])=[CH:21][CH:20]=1)[OH:18])[CH3:15])([CH3:4])([CH3:3])[CH3:2] |f:2.3,^1:65,67,86,105|. Procedure details: (5-Bromo-3-{[2-(4-fluorophenyl)-2-hydroxy-ethyl]-methyl-sulfamoyl}-thiophene-2-yl)carbamic acid tert-butyl ester (the compound of Preparation Example 97) (5.5 g), tributyl(1-ethoxyvinyl)tin (6.7 g), cesium fluoride (5.3 g) and tetrakis(triphenylphosphine)palladium (0.73 g) were stirred in 1,4-dioxane (50 mL) at 100° C. for 2 hours. After ethyl acetate was added and insoluble matter was removed by filtration, 2N hydrochloric acid was added, and the solution was stirred for 10 minutes. After washi... Solvent: CCN(CC)CC (Et3N), CN(C)C=O (DMF). The reactants are OC(C#C)C1=CC=C(C=C1)O (3-hydroxy-3-(4-hydroxyphenyl)-1-propyne), BrC1=C2/C(/C(NC2=CC=C1)=O)=C/C=1NC=CC1OC ((Z)-4-bromo-1,3-dihydro-3-[(3-methoxy-1H-pyrrol-2-yl)methylene]-2H-indol-2-one), BrC1=C2/C(/C(NC2=CC=C1)=O)=C/C=1NC=CC1OC ((Z)-4-bromo-1,3-dihydro-3-[(3-methoxy-1H-pyrrol-2-yl)methylene]-2H-indol-2-one). Reagents/catalysts: [Cu]I (CuI), Cl[Pd]([P](C1=CC=CC=C1)(C2=CC=CC=C2)C3=CC=CC=C3)([P](C4=CC=CC=C4)(C5=CC=CC=C5)C6=CC=CC=C6)Cl ((Ph3P)2PdCl2). RXN SMILES: [OH:1][CH:2]([C:5]1[CH:10]=[CH:9][C:8]([OH:11])=[CH:7][CH:6]=1)[C:3]#[CH:4].Br[C:13]1[CH:21]=[CH:20][CH:19]=[C:18]2[C:14]=1/[C:15](=[CH:23]/[C:24]1[NH:25][CH:26]=[CH:27][C:28]=1[O:29][CH3:30])/[C:16](=[O:22])[NH:17]2>Cl[Pd](Cl)([P](C1C=CC=CC=1)(C1C=CC=CC=1)C1C=CC=CC=1)[P](C1C=CC=CC=1)(C1C=CC=CC=1)C1C=CC=CC=1.[Cu]I.CN(C=O)C.CCN(CC)CC>[OH:1][CH:2]([C:5]1[CH:6]=[CH:7][C:8]([OH:11])=[CH:9][CH:10]=1)[C:3]#[C:4][C:13]1[CH:21]=[CH:20][CH:19]=[C:18]2[C:14]=1/[C:15](=[CH:23]/[C:24]1[NH:25][CH:26]=[CH:27][C:28]=1[O:29][CH3:30])/[C:16](=[O:22])[NH:17]2 |^1:33,52|. The product is OC(C#CC1=C2/C(/C(NC2=CC=C1)=O)=C/C=1NC=CC1OC)C1=CC=C(C=C1)O (rac-(Z)-1,3-dihydro-4-[3-hydroxy-3-(4-hydroxyphenyl)-1-propynyl]-3-[(3-methoxy-1H-pyrrol-2-yl)methylene]-2H-indol-2-one). Procedure details: Using Method D above, 3-hydroxy-3-(4-hydroxyphenyl)-1-propyne (120 mg, 0.84 mmol) (from Example 17 above) was coupled to (Z)-4-bromo-1,3-dihydro-3-[(3-methoxy-1H-pyrrol-2-yl)methylene]-2H-indol-2-one (110 mg, 0.34 mmol) (Starting Material 1) using (Ph3P)2PdCl2 (30 mg) (Aldrich) and CuI (15 mg) (Aldrich) as catalyst in DMF (3 mL) and Et3N (3 mL) as solvent at 70° C. for 16 h, yielding rac-(Z)-1,3-dihydro-4-[3-hydroxy-3-(4-hydroxyphenyl)-1-propynyl]-3-[(3-methoxy-1H-pyrrol-2-yl)methylene]-2H-indol... Procedure details: 2,2-Bis(trifluoromethyl)-1,3-dioxolan-4-oyl chloride was prepared from 2,2-bis(trifluoromethyl)-4-carboxy-1,3-dioxolane (see U.S. patent application 07/401,668, filed Aug. 30, 1989) (25.4 g, 0.1 mole). To this substrate was added pyridine (3.16 g, 0.04 mole) followed by thionyl chloride (14.3 g, 0.12 mole), with external cooling to maintain the pot at ambient temperature. When the addition was complete, the reaction mixture was heated slowly to 70° C. for 1.5 hour, then at 90° to 100° C. for 0.5... Run at time 0.5 hour. Starting materials: FC(C1(OCC(O1)C(=O)O)C(F)(F)F)(F)F (2,2-bis(trifluoromethyl)-4-carboxy-1,3-dioxolane), N1=CC=CC=C1 (pyridine), S(=O)(Cl)Cl (thionyl chloride). The product is FC(C1(OCC(O1)C(=O)Cl)C(F)(F)F)(F)F (2,2-Bis(trifluoromethyl)-1,3-dioxolan-4-oyl chloride). The yield is 81.0%. As a reaction SMILES: [F:1][C:2]([F:16])([F:15])[C:3]1([C:11]([F:14])([F:13])[F:12])[O:7][CH:6]([C:8](O)=[O:9])[CH2:5][O:4]1.N1C=CC=CC=1.S(Cl)([Cl:25])=O>>[F:1][C:2]([F:16])([F:15])[C:3]1([C:11]([F:14])([F:13])[F:12])[O:7][CH:6]([C:8]([Cl:25])=[O:9])[CH2:5][O:4]1.